Dataset: the Open Reaction Database (ORD), a public repository of structured organic reaction records. Task: describe an organic reaction: reactants, conditions, products, and yield Isolated yield 33.8%. Procedure details: A solution of allyl acetate (13.5 ml, 125 mmol) in THF (8 ml), was evacuated and purged with argon (3 times). Palladium acetate (122 mg, 0.50 mmol) and triphenylphosphine (525 mg, 2.0 mmol) were added as solutions in tetrahydrofuran (1.5 ml each), followed by 3-nitro-6-trifluoromethyl-2-pyridinone (2.6 g, 12.5 mmol) in THF (2 ml). The reaction was heated to reflux for 64 h, and more allyl acetate (13.5 ml, 125 mmol), triphenylphosphine (525 mg, 2.0 mmol), palladium acetate (122 mg, 0.5 mmol), an... RXN SMILES: C(O[CH2:5][CH:6]=[CH2:7])(=O)C.C1(P(C2C=CC=CC=2)C2C=CC=CC=2)C=CC=CC=1.[N+:27]([C:30]1[C:31](=[O:40])[NH:32][C:33]([C:36]([F:39])([F:38])[F:37])=[CH:34][CH:35]=1)([O-:29])=[O:28]>C1COCC1.C(OCC)(=O)C.C([O-])(=O)C.[Pd+2].C([O-])(=O)C>[N+:27]([C:30]1[C:31](=[O:40])[N:32]([CH2:7][CH:6]=[CH2:5])[C:33]([C:36]([F:39])([F:37])[F:38])=[CH:34][CH:35]=1)([O-:29])=[O:28] |f:5.6.7|. The product is [N+](=O)([O-])C=1C(N(C(=CC1)C(F)(F)F)CC=C)=O (3-Nitro-6-trifluoromethyl-1-allyl-2-pyridinone). Reagents/catalysts: C(C)(=O)[O-].[Pd+2].C(C)(=O)[O-] (palladium acetate), C(C)(=O)[O-].[Pd+2].C(C)(=O)[O-] (palladium acetate), C(C)(=O)[O-].[Pd+2].C(C)(=O)[O-] (Palladium acetate). The reactants are C(C)(=O)OCC=C (allyl acetate), C(C)(=O)OCC=C (allyl acetate), C1(=CC=CC=C1)P(C1=CC=CC=C1)C1=CC=CC=C1 (triphenylphosphine), [N+](=O)([O-])C=1C(NC(=CC1)C(F)(F)F)=O (3-nitro-6-trifluoromethyl-2-pyridinone), C(C)(=O)OCC=C (allyl acetate), C1(=CC=CC=C1)P(C1=CC=CC=C1)C1=CC=CC=C1 (triphenylphosphine), [N+](=O)([O-])C=1C(NC(=CC1)C(F)(F)F)=O (3-nitro-6-trifluoromethyl-2-pyridinone), C1(=CC=CC=C1)P(C1=CC=CC=C1)C1=CC=CC=C1 (triphenylphosphine). The solvent is C1CCOC1 (THF), O1CCCC1 (tetrahydrofuran), C(C)(=O)OCC (ethyl acetate), C1CCOC1 (THF), O1CCCC1 (tetrahydrofuran). Reaction conditions: time 24 hour. Starting materials: CC(c1ccc(C(F)(F)F)[n+]([O-])c1)N(C(=O)[O-])C(C)(C)C, Cl, C1COCCO1. Product: Cl, CC(N)c1ccc(C(F)(F)F)[n+]([O-])c1. Reaction SMILES: [C:1]([N:5]([C:2](=[O:3])[O-:4])[CH:9]([CH3:10])[c:11]1[cH:12][n+:13]([O-:21])[c:14]([C:17]([F:18])([F:19])[F:20])[cH:15][cH:16]1)([CH3:6])([CH3:7])[CH3:8].[ClH:22].[O:23]1[CH2:24][CH2:25][O:26][CH2:27][CH2:28]1>>[ClH:22].[NH2:5][CH:9]([CH3:10])[c:11]1[cH:12][n+:13]([O-:21])[c:14]([C:17]([F:18])([F:19])[F:20])[cH:15][cH:16]1. Reactants: BrC1=CC=C(C=C1)C1=CC2=C(O1)C1=CC=CC=C1C=C2 (2-(p-bromophenyl)naptho[1,2-b]furan), C(#N)C1=CC=C(C=C1)C1=CC2=C(O1)C1=CC=CC=C1C=C2 (2-(p-cyanophenyl)naphtho[1,2-b]furan). The product is C(#N)C1=CC=C(C=C1)C1=CC2=C(O1)C=CC1=CC=CC=C12 (2-(p-Cyanophenyl)naphtho[2,1-b]furan). Reaction SMILES: BrC1C=CC(C2OC3C4C(C=CC=3C=2)=CC=CC=4)=CC=1.[C:21]([C:23]1[CH:28]=[CH:27][C:26]([C:29]2[O:33][C:32]3[C:34]4[C:39]([CH:40]=[CH:41][C:31]=3[CH:30]=2)=[CH:38][CH:37]=[CH:36][CH:35]=4)=[CH:25][CH:24]=1)#[N:22]>>[C:21]([C:23]1[CH:28]=[CH:27][C:26]([C:29]2[O:33][C:32]3[CH:34]=[CH:35][C:36]4[C:41]([C:31]=3[CH:30]=2)=[CH:40][CH:39]=[CH:38][CH:37]=4)=[CH:25][CH:24]=1)#[N:22]. Procedure details: Similarly, 2-(p-bromophenyl)naptho[1,2-b]furan (Example 3b) can be converted to 2-(p-cyanophenyl)naphtho[1,2-b]furan [I; R is p-CN, R' is H]. The reactants are solution, [OH-].[K+] (potassium hydroxide), solution, CC(C(=O)OCC)(C)OCCCCCCC=1N=C(OC1C)C1=CC=C(C=C1)C (ethyl 2-methyl-2-{6-[5-methyl-2-(p-tolyl)oxazol-4-yl]hexyloxy}propionate), [Cl-].O[NH3+] (hydroxylammonium chloride). The solvent is CO (methanol), CO (methanol). Yields the product CC(C(=O)NO)(C)OCCCCCCC=1N=C(OC1C)C1=CC=C(C=C1)C (2-Methyl-2-{6-[5-methyl-2-(p-tolyl)oxazol-4-yl]hexyloxy}propionohydroxamic Acid). Yield: 104.8%. Reaction SMILES: [CH3:1][C:2]([O:9][CH2:10][CH2:11][CH2:12][CH2:13][CH2:14][CH2:15][C:16]1[N:17]=[C:18]([C:22]2[CH:27]=[CH:26][C:25]([CH3:28])=[CH:24][CH:23]=2)[O:19][C:20]=1[CH3:21])([CH3:8])[C:3](OCC)=[O:4].[Cl-].[OH:30][NH3+:31].[OH-].[K+]>CO>[CH3:1][C:2]([O:9][CH2:10][CH2:11][CH2:12][CH2:13][CH2:14][CH2:15][C:16]1[N:17]=[C:18]([C:22]2[CH:27]=[CH:26][C:25]([CH3:28])=[CH:24][CH:23]=2)[O:19][C:20]=1[CH3:21])([CH3:8])[C:3]([NH:31][OH:30])=[O:4] |f:1.2,3.4|. Procedure details: To 20 ml of a solution of 4.84 g of ethyl 2-methyl-2-{6-[5-methyl-2-(p-tolyl)oxazol-4-yl]hexyloxy}propionate in methanol, 3.47 g of hydroxylammonium chloride was added, and then 12.5 ml of solution of 5 M potassium hydroxide in methanol was added dropwise slowly under ice-cooling with stirring. The ice-bath was removed and the mixture was stirred for 36 hours at room temperature. The reaction solution was concentrated. The residue was acidified with 50% aqueous acetic acid solution, water was ad... The reactants are C(C)OC(CCCOC1=C(C(=CC=C1)CCCCCCOC1=CC(=CC(=C1)S(=O)(=O)C(C)C)Br)CCC(=O)OCC)=O (4-[3-[6-(3-bromo-5-(propane-2-sulfonyl)-phenoxy)-hexyl]-2-(2-ethoxycarbonyl-ethyl)-phenoxy]-butyric acid ethyl ester), FC1=CC=C(C=C1)B(O)O (4-fluoro-phenylboronic acid), C([O-])([O-])=O.[Cs+].[Cs+] (cesium carbonate). Reaction SMILES: [CH2:1]([O:3][C:4](=[O:42])[CH2:5][CH2:6][CH2:7][O:8][C:9]1[CH:14]=[CH:13][CH:12]=[C:11]([CH2:15][CH2:16][CH2:17][CH2:18][CH2:19][CH2:20][O:21][C:22]2[CH:27]=[C:26]([S:28]([CH:31]([CH3:33])[CH3:32])(=[O:30])=[O:29])[CH:25]=[C:24](Br)[CH:23]=2)[C:10]=1[CH2:35][CH2:36][C:37]([O:39][CH2:40][CH3:41])=[O:38])[CH3:2].[F:43][C:44]1[CH:49]=[CH:48][C:47](B(O)O)=[CH:46][CH:45]=1.C(=O)([O-])[O-].[Cs+].[Cs+]>C1C=CC(P(C2C=CC=CC=2)[C-]2C=CC=C2)=CC=1.C1C=CC(P(C2C=CC=CC=2)[C-]2C=CC=C2)=CC=1.Cl[Pd]Cl.[Fe+2]>[CH2:1]([O:3][C:4](=[O:42])[CH2:5][CH2:6][CH2:7][O:8][C:9]1[CH:14]=[CH:13][CH:12]=[C:11]([CH2:15][CH2:16][CH2:17][CH2:18][CH2:19][CH2:20][O:21][C:22]2[CH:23]=[C:24]([C:47]3[CH:48]=[CH:49][C:44]([F:43])=[CH:45][CH:46]=3)[CH:25]=[C:26]([S:28]([CH:31]([CH3:33])[CH3:32])(=[O:30])=[O:29])[CH:27]=2)[C:10]=1[CH2:35][CH2:36][C:37]([O:39][CH2:40][CH3:41])=[O:38])[CH3:2] |f:2.3.4,5.6.7.8|. Product: C(C)OC(CCCOC1=C(C(=CC=C1)CCCCCCOC=1C=C(C=C(C1)S(=O)(=O)C(C)C)C1=CC=C(C=C1)F)CCC(=O)OCC)=O (4-[2-(2-ethoxycarbonyl-ethyl)-3-[6-(5-(propane-2-sulfonyl)-4′-fluoro-biphenyl-3-yloxy)-hexyl]-phenoxy]-butyric acid ethyl ester). The yield is 101.1%. Reported procedure: A similar procedure as described in Example 41, step 1 was used, starting from 4-[3-[6-(3-bromo-5-(propane-2-sulfonyl)-phenoxy)-hexyl]-2-(2-ethoxycarbonyl-ethyl)-phenoxy]-butyric acid ethyl ester (175 mg, 0.26 mmol), 4-fluoro-phenylboronic acid (73 mg, 0.52 mmol), [1,1′-bis(diphenylphosphino)ferrocene]dichloropalladium(II) (29 mg, 0.039 mmol), and cesium carbonate (172 mg, 0.52 mmol) to afford 4-[2-(2-ethoxycarbonyl-ethyl)-3-[6-(5-(propane-2-sulfonyl)-4′-fluoro-biphenyl-3-yloxy)-hexyl]-phenoxy]-... Reagents/catalysts: C1=CC=C(C=C1)P([C-]2C=CC=C2)C3=CC=CC=C3.C1=CC=C(C=C1)P([C-]2C=CC=C2)C3=CC=CC=C3.Cl[Pd]Cl.[Fe+2] ([1,1′-bis(diphenylphosphino)ferrocene]dichloropalladium(II)). Conditions: time 30 minute. Solvent: CN(C=O)C (N,N-dimethylformamide). The product is CN(C1=NC=CN=C1Cl)C1=C(C=CC=C1)[N+](=O)[O-] (2-[N-Methyl-(2-nitrophenyl)amino]-3-chloropyrazine). Isolated yield 22.2%. Procedure details: To a solution of 1.52 g of N-methyl-2-nitroaniline in N,N-dimethylformamide (50 ml) was added in a nitrogen atmosphere 0.44 g of sodium hydride. After stirring for 30 minutes, 1.75 g of 2,3-dichloropyrazine was added thereto and the resulting mixture was stirred at room temperature for additional 6 hours. Then the reaction mixture was distributed into ethyl acetate and a saturated aqueous solution of sodium dihydrogenphosphate and the aqueous layer was extracted with ethyl acetate. The organic l... As a reaction SMILES: [CH3:1][NH:2][C:3]1[CH:8]=[CH:7][CH:6]=[CH:5][C:4]=1[N+:9]([O-:11])=[O:10].[H-].[Na+].[Cl:14][C:15]1[C:20](Cl)=[N:19][CH:18]=[CH:17][N:16]=1.C(OCC)(=O)C>CN(C)C=O>[CH3:1][N:2]([C:3]1[CH:8]=[CH:7][CH:6]=[CH:5][C:4]=1[N+:9]([O-:11])=[O:10])[C:20]1[C:15]([Cl:14])=[N:16][CH:17]=[CH:18][N:19]=1 |f:1.2|. Reactants: CNC1=C(C=CC=C1)[N+](=O)[O-] (N-methyl-2-nitroaniline), atmosphere, [H-].[Na+] (sodium hydride), ClC1=NC=CN=C1Cl (2,3-dichloropyrazine), C(C)(=O)OCC (ethyl acetate). The product is ClC=1C(=C2C(=NC1)OCO2)NC2=NC=NC1=CC(=C(C=C21)OC)OCC2CCN(CC2)C(CN(C)C)=O (4-(5-chloro-2,3-methylenedioxypyrid-4-ylamino)-7-[N-(2-dimethylaminoacetyl)piperidin-4-ylmethoxy]-6-methoxyquinazoline). The solvent is C(C)(=O)OCC (ethyl acetate). RXN SMILES: C(N(C(C)C)CC)(C)C.[Cl:10][C:11]1[C:12]([NH:20][C:21]2[C:30]3[C:25](=[CH:26][C:27]([O:33][CH2:34][CH:35]4[CH2:40][CH2:39][NH:38][CH2:37][CH2:36]4)=[C:28]([O:31][CH3:32])[CH:29]=3)[N:24]=[CH:23][N:22]=2)=[C:13]2[O:19][CH2:18][O:17][C:14]2=[N:15][CH:16]=1.[CH3:41][N:42]([CH3:47])[CH2:43][C:44](O)=[O:45].CN(C=O)C>C(OCC)(=O)C>[Cl:10][C:11]1[C:12]([NH:20][C:21]2[C:30]3[C:25](=[CH:26][C:27]([O:33][CH2:34][CH:35]4[CH2:40][CH2:39][N:38]([C:44](=[O:45])[CH2:43][N:42]([CH3:47])[CH3:41])[CH2:37][CH2:36]4)=[C:28]([O:31][CH3:32])[CH:29]=3)[N:24]=[CH:23][N:22]=2)=[C:13]2[O:19][CH2:18][O:17][C:14]2=[N:15][CH:16]=1. Reactants: C(C)(C)N(CC)C(C)C (Diisopropylethylamine), ClC=1C(=C2C(=NC1)OCO2)NC2=NC=NC1=CC(=C(C=C21)OC)OCC2CCNCC2 (4-(5-chloro-2,3-methylenedioxypyrid-4-ylamino)-6-methoxy-7-(piperidin-4-ylmethoxy)quinazoline), CN(CC(=O)O)C (N,N-dimethylglycine), 2-(7-azabenzotriazol-1-yl)-1,1,3,3-tetramethyluronium hexafluorophosphate(V), CN(C)C=O (DMF). Procedure: Diisopropylethylamine (0.118 ml) was added to a mixture of 4-(5-chloro-2,3-methylenedioxypyrid-4-ylamino)-6-methoxy-7-(piperidin-4-ylmethoxy)quinazoline (0.15 g), N,N-dimethylglycine (0.042 g), 2-(7-azabenzotriazol-1-yl)-1,1,3,3-tetramethyluronium hexafluorophosphate(V) (0.154 g) and DMF (3 ml) and the reaction mixture was stirred at ambient temperature for 16 hours. The mixture was diluted with ethyl acetate and washed with brine. The organic solution was dried over magnesium sulphate and evapo... Run at time 16 hour. The yield is 28.5%. The reactants are NC1=NC(C2=C(N1)NC=C2CCC2=CC=C(C(=O)N[C@@H](CCC(=O)O)C(=O)O)C=C2)=O (N-[4-[2-(2-amino-4,7-dihydro-4-oxo-1H-pyrrolo[2,3-d]pyrimidin-5-yl)ethyl]benzoyl]-L-glutamic acid), C([C@@H](O)[C@@H](O)[C@H](O)[C@H](O)CO)O (Mannitol), solution, [OH-].[Na+] (sodium hydroxide). Solvent: O (water). The product is [Na+].[Na+].NC1=NC(C2=C(N1)NC=C2CCC2=CC=C(C(=O)N[C@@H](CCC(=O)[O-])C(=O)[O-])C=C2)=O (N-[4-[2-(2-amino-4,7-dihydro-4-oxo-1H-pyrrolo[2,3-d]pyrimidin-5-yl)ethyl]benzoyl]-L-glutamic acid disodium salt), C([C@@H](O)[C@@H](O)[C@H](O)[C@H](O)CO)O (mannitol). RXN SMILES: [NH2:1][C:2]1[NH:7][C:6]2[NH:8][CH:9]=[C:10]([CH2:11][CH2:12][C:13]3[CH:30]=[CH:29][C:16]([C:17]([NH:19][C@H:20]([C:26]([OH:28])=[O:27])[CH2:21][CH2:22][C:23]([OH:25])=[O:24])=[O:18])=[CH:15][CH:14]=3)[C:5]=2[C:4](=[O:31])[N:3]=1.[OH-].[Na+:33].[CH2:34]([OH:45])[C@H:35]([C@H:37]([C@@H:39]([C@@H:41]([CH2:43][OH:44])[OH:42])[OH:40])[OH:38])[OH:36]>O>[Na+:33].[Na+:33].[NH2:1][C:2]1[NH:7][C:6]2[NH:8][CH:9]=[C:10]([CH2:11][CH2:12][C:13]3[CH:14]=[CH:15][C:16]([C:17]([NH:19][C@H:20]([C:26]([O-:28])=[O:27])[CH2:21][CH2:22][C:23]([O-:25])=[O:24])=[O:18])=[CH:29][CH:30]=3)[C:5]=2[C:4](=[O:31])[N:3]=1.[CH2:43]([OH:44])[C@H:41]([C@H:39]([C@@H:37]([C@@H:35]([CH2:34][OH:45])[OH:36])[OH:38])[OH:40])[OH:42] |f:1.2,5.6.7|. Reported procedure: 5 grams of N-[4-[2-(2-amino-4,7-dihydro-4-oxo-1H-pyrrolo[2,3-d]pyrimidin-5-yl)ethyl]benzoyl]-L-glutamic acid (purity 99.6% by HPLC) was dissolved in 1 L of distilled water and 11.698 ml of a 2.0 M solution of sodium hydroxide was added to the solution. Mannitol (10 g) was then added to the solution and dissolved. The solution was then filtered through a bacterial filter and dried in a freeze-drier to afford the title compound as a white solid in mixture with mannitol (15.5 g, purity 99.6% area b... Reactants: O=C1CCC(=O)N1Br, CC#N, COC(=O)CCc1ccc(OCC2CCCC2)cc1. The product is COC(=O)CCc1ccc(OCC2CCCC2)c(Br)c1. RXN SMILES: [Br:20][N:21]1[C:22](=[O:23])[CH2:24][CH2:25][C:26]1=[O:27].[CH3:28][C:29]#[N:30].[CH:1]1([CH2:6][O:7][c:8]2[cH:9][cH:10][c:11]([CH2:14][CH2:15][C:16](=[O:17])[O:18][CH3:19])[cH:12][cH:13]2)[CH2:2][CH2:3][CH2:4][CH2:5]1>>[CH:1]1([CH2:6][O:7][c:8]2[cH:9][cH:10][c:11]([CH2:14][CH2:15][C:16](=[O:17])[O:18][CH3:19])[cH:12][c:13]2[Br:20])[CH2:2][CH2:3][CH2:4][CH2:5]1.